Dataset: the Open Reaction Database (ORD), a public repository of structured organic reaction records. Task: describe an organic reaction: reactants, conditions, products, and yield Starting materials: CC(C)c1cc(COc2ccc(Br)cc2)n(-c2c(Cl)cccc2Cl)n1, O=C(O)c1ccc(B(O)O)c(Cl)c1, O=C([O-])[O-], [Fe+2], [K+], [K+], [Pd], c1ccc(P(c2ccccc2)[c-]2cccc2)cc1, c1ccc(P(c2ccccc2)[c-]2cccc2)cc1. Yields the product CC(C)c1cc(COc2ccc(-c3ccc(C(=O)O)cc3Cl)cc2)n(-c2c(Cl)cccc2Cl)n1. As a reaction SMILES: [Br:1][c:2]1[cH:3][cH:4][c:5]([O:6][CH2:7][c:8]2[cH:9][c:10]([CH:21]([CH3:22])[CH3:23])[n:11][n:12]2-[c:13]2[c:14]([Cl:20])[cH:15][cH:16][cH:17][c:18]2[Cl:19])[cH:24][cH:25]1.[C:26](=[O:27])([OH:28])[c:29]1[cH:30][c:31]([Cl:38])[c:32]([B:35]([OH:36])[OH:37])[cH:33][cH:34]1.[C:39](=[O:40])([O-:41])[O-:42].[Fe+2:82].[K+:43].[K+:44].[Pd:45].[cH:46]1[cH:47][cH:48][c:49]([P:50]([c:51]2[cH:52][cH:53][cH:54][cH:55][cH:56]2)[c-:57]2[cH:58][cH:59][cH:60][cH:61]2)[cH:62][cH:63]1.[cH:64]1[cH:65][cH:66][c:67]([P:68]([c:69]2[cH:70][cH:71][cH:72][cH:73][cH:74]2)[c-:75]2[cH:76][cH:77][cH:78][cH:79]2)[cH:80][cH:81]1>>[c:2]1(-[c:32]2[c:31]([Cl:38])[cH:30][c:29]([C:26](=[O:27])[OH:28])[cH:34][cH:33]2)[cH:3][cH:4][c:5]([O:6][CH2:7][c:8]2[cH:9][c:10]([CH:21]([CH3:22])[CH3:23])[n:11][n:12]2-[c:13]2[c:14]([Cl:20])[cH:15][cH:16][cH:17][c:18]2[Cl:19])[cH:24][cH:25]1. The reactants are FC(C(=O)NC=1N=C2N(C=C(C=C2)C(C2=CC=CC=C2)=O)C1CC1=CC=CC=C1)(F)F (2-trifluoroacetamido-3-benzyl-6-benzoyl-imidazo[1,2-a]pyridine). Solvent: CC(OCC)=O (EA). Product: NC=1N=C2N(C=C(C=C2)C(C2=CC=CC=C2)=O)C1CC1=CC=CC=C1 (2-Amino-3-benzyl-6-benzoyl-imidazo[1,2-a]pyridine). As a reaction SMILES: FC(F)(F)C([NH:5][C:6]1[N:7]=[C:8]2[CH:13]=[CH:12][C:11]([C:14](=[O:21])[C:15]3[CH:20]=[CH:19][CH:18]=[CH:17][CH:16]=3)=[CH:10][N:9]2[C:22]=1[CH2:23][C:24]1[CH:29]=[CH:28][CH:27]=[CH:26][CH:25]=1)=O>CC(=O)OCC>[NH2:5][C:6]1[N:7]=[C:8]2[CH:13]=[CH:12][C:11]([C:14](=[O:21])[C:15]3[CH:16]=[CH:17][CH:18]=[CH:19][CH:20]=3)=[CH:10][N:9]2[C:22]=1[CH2:23][C:24]1[CH:25]=[CH:26][CH:27]=[CH:28][CH:29]=1. Procedure details: The 2-trifluoroacetamido-3-benzyl-6-benzoyl-imidazo[1,2-a]pyridine (2.14 g, 5.06 mmol) was converted to product in a manner substantially analogous to Example 56 to yield 1.29 g. (78.2%). EA, MS(FD). Starting materials: CN[C@@H](CC(C)C)C(=O)O.NC(CC(=O)[O-])CC=C (methyl leucine 3-amino-5-hexenoate), CN([C@@H](CC(C)C)C(=O)O)C(=O)OC(C)(C)C.NC(CC(=O)[O-])C1=CC2=C(C=C1)OCO2 (methyl N-(t-butoxycarbonyl)leucine 3-amino-3-(3,4-methylenedioxyphenyl)propionate). Product: CN[C@@H](CC(C)C)C(=O)O.NC(CC(=O)[O-])C1=CC2=C(C=C1)OCO2 (methyl leucine 3-amino-3-(3,4-methylene dioxyphenyl)propionate). RXN SMILES: [CH3:1][NH:2][C@H:3]([C:8]([OH:10])=[O:9])[CH2:4][CH:5]([CH3:7])[CH3:6].NC(CC=C)CC([O-])=O.CN(C(OC(C)(C)C)=O)[C@H](C(O)=O)CC(C)C.[NH2:37][CH:38]([C:43]1[CH:48]=[CH:47][C:46]2[O:49][CH2:50][O:51][C:45]=2[CH:44]=1)[CH2:39][C:40]([O-:42])=[O:41]>>[CH3:1][NH:2][C@H:3]([C:8]([OH:10])=[O:9])[CH2:4][CH:5]([CH3:7])[CH3:6].[NH2:37][CH:38]([C:43]1[CH:48]=[CH:47][C:46]2[O:49][CH2:50][O:51][C:45]=2[CH:44]=1)[CH2:39][C:40]([O-:42])=[O:41] |f:0.1,2.3,4.5|. Procedure details: This was prepared according to the method described below (example 3b) for the preparation of methyl leucine-3-amino-5-hexenoate except methyl N-(t-butoxycarbonyl)leucine-3-amino-3-(3,4-methylenedioxyphenyl)propionate was used in place of methyl N-(t-butoxycarbonyl)leucine-3-amino-5-hexenoate. Reactants: CN(C=1C(=NC2=CC=C(C=C2N1)C#N)C=1C=C2C(=C(NC2=CC1)C)C(C(F)(F)F)=O)C(C)C (3-[methyl(propan-2-yl)amino]-2-[2-methyl-3-(2,2,2-trifluoroacetyl)-1H-indol-5-yl]quinoxaline-6-carbonitrile), [N-]=[N+]=[N-].[Na+] (NaN3), Cl (HCl). The reagents and catalysts are [Zn+2].[Br-].[Br-] (ZnBr2). Run in CS(=O)C (DMSO), O (water), O (water). Yields the product FC(C(=O)C1=C(NC2=CC=C(C=C12)C1=NC2=CC=C(C=C2N=C1N(C)C(C)C)C1=NN=NN1)C)(F)F (2,2,2-trifluoro-1-(5-(3-(isopropyl(methyl)amino)-6-(1H-tetrazol-5-yl)quinoxalin-2-yl)-2-methyl-1H-indol-3-yl)ethanone). The yield is 22.3%. As a reaction SMILES: [CH3:1][N:2]([CH:31]([CH3:33])[CH3:32])[C:3]1[C:4]([C:15]2[CH:16]=[C:17]3[C:21](=[CH:22][CH:23]=2)[NH:20][C:19]([CH3:24])=[C:18]3[C:25](=[O:30])[C:26]([F:29])([F:28])[F:27])=[N:5][C:6]2[C:11]([N:12]=1)=[CH:10][C:9]([C:13]#[N:14])=[CH:8][CH:7]=2.[N-:34]=[N+:35]=[N-:36].[Na+].Cl>CS(C)=O.O.[Zn+2].[Br-].[Br-]>[F:28][C:26]([F:29])([F:27])[C:25]([C:18]1[C:17]2[C:21](=[CH:22][CH:23]=[C:15]([C:4]3[C:3]([N:2]([CH:31]([CH3:33])[CH3:32])[CH3:1])=[N:12][C:11]4[C:6](=[CH:7][CH:8]=[C:9]([C:13]5[NH:36][N:35]=[N:34][N:14]=5)[CH:10]=4)[N:5]=3)[CH:16]=2)[NH:20][C:19]=1[CH3:24])=[O:30] |f:1.2,6.7.8|. Procedure: To a solution of 3-[methyl(propan-2-yl)amino]-2-[2-methyl-3-(2,2,2-trifluoroacetyl)-1H-indol-5-yl]quinoxaline-6-carbonitrile (160 mg, 0.35 mmol) in DMSO (20 ml) was added ZnBr2 (38 mg, 0.17 mmol) and NaN3 (91 mg, 1.40 mmol) in water (2 ml). The resulting solution was heated to reflux overnight and diluted with water (200 ml), adjusted to pH 3 with HCl (2N), extracted with ethyl acetate (5×50 ml), and the organic layers combined and dried over anhydrous magnesium sulfate and concentrated in vacuo... Starting materials: C(C)OC(=O)N1CCC(C12CCCCC2)N (1-ethoxycarbonyl-4-amino-1-azaspiro[4.5]decane), C(=O)(O)[O-].[Na+] (NaHCO3), ClC(=O)OCC (ethyl chloroformate). The solvent is C(Cl)(Cl)Cl (CHCl3). Yields the product C(C)OC(=O)N1CCC(C12CCCCC2)NC(=O)OCC (1-ethoxycarbonyl-4-(ethoxycarbonylamino)-1-azaspiro[4.5]decane). Yield: 79.8%. As a reaction SMILES: [CH2:1]([O:3][C:4]([N:6]1[C:10]2([CH2:15][CH2:14][CH2:13][CH2:12][CH2:11]2)[CH:9]([NH2:16])[CH2:8][CH2:7]1)=[O:5])[CH3:2].C([O-])(O)=O.[Na+].Cl[C:23]([O:25][CH2:26][CH3:27])=[O:24]>C(Cl)(Cl)Cl>[CH2:1]([O:3][C:4]([N:6]1[C:10]2([CH2:15][CH2:14][CH2:13][CH2:12][CH2:11]2)[CH:9]([NH:16][C:23]([O:25][CH2:26][CH3:27])=[O:24])[CH2:8][CH2:7]1)=[O:5])[CH3:2] |f:1.2|. Reported procedure: To a stirring suspension of 5.7 g of 1-ethoxycarbonyl-4-amino-1-azaspiro[4.5]decane of Example 1e and 7. g of NaHCO3 in 100 ml of CHCl3 was added in a dropwise fashion 3.8 g of ethyl chloroformate. The mixture was refluxed for 4 hours, cooled to room temperature, filtered, washed with water, 3 N-HCl, saturated sodium bicarbonate solution and saturated NaCl solution, dried over Na2SO4 and then evaporated to give 6 g of 1-ethoxycarbonyl-4-(ethoxycarbonylamino)-1-azaspiro[4.5]decane. The reactants are FC1=CC=C(OC[C@H](C#C)OC(C2=CC(=CC(=C2)[N+](=O)[O-])[N+](=O)[O-])=O)C=C1 ((3S)-4-(4-fluorophenoxy)-3-(3′,5′-dinitrobenzoyl)oxy-1-butyne), CO (methanol), C(=O)([O-])[O-].[K+].[K+] (K2CO3). Run in C1CCOC1 (THF). Conditions: time 3.5 hour. The product is FC1=CC=C(OC[C@H](C#C)O)C=C1 ((3S)-4-(4-fluorophenoxy)-3-hydroxy-1-butyne). The yield is 80.8%. RXN SMILES: [F:1][C:2]1[CH:27]=[CH:26][C:5]([O:6][CH2:7][C@@H:8]([O:11]C(=O)C2C=C([N+]([O-])=O)C=C([N+]([O-])=O)C=2)[C:9]#[CH:10])=[CH:4][CH:3]=1.CO.C([O-])([O-])=O.[K+].[K+]>C1COCC1>[F:1][C:2]1[CH:27]=[CH:26][C:5]([O:6][CH2:7][C@@H:8]([OH:11])[C:9]#[CH:10])=[CH:4][CH:3]=1 |f:2.3.4|. Reported procedure: To a solution of (3S)-4-(4-fluorophenoxy)-3-(3′,5′-dinitrobenzoyl)oxy-1-butyne (10.35 g, 98% ee, 27.6 mmol) in THF (115 mL), was added methanol (115 mL) and K2CO3 (0.58 g). After stirring for 3.5 hours, the reaction mixture was quenched with acetic acid (2 mL). The solvents were evaporated and the resulting slurry was filtered and the solid was washed with ether. The filtrate was concentrated and the filtration/ether wash sequence was repeated. Concentration gave 4.02 g of (3S)-4-(4-fluorophenox...